Dataset: the Open Reaction Database (ORD), a public repository of structured organic reaction records. Task: describe an organic reaction: reactants, conditions, products, and yield Starting materials: NC=1SC(=CC1C(=O)N)CC(F)(F)F (2-amino-5-(2,2,2-trifluoroethyl)thiophene-3-carboxamide), C(C)OC(OCC)OCC (triethylorthoformate). Run in C(C)(=O)O (acetic acid). Product: FC(CC1=CC2=C(N=CNC2=O)S1)(F)F (6-(2,2,2-trifluoroethyl)thieno[2,3-d]pyrimidin-4(3H)-one). RXN SMILES: [NH2:1][C:2]1[S:3][C:4]([CH2:10][C:11]([F:14])([F:13])[F:12])=[CH:5][C:6]=1[C:7]([NH2:9])=[O:8].[CH2:15](OC(OCC)OCC)C>C(O)(=O)C>[F:13][C:11]([F:12])([F:14])[CH2:10][C:4]1[S:3][C:2]2[N:1]=[CH:15][NH:9][C:7](=[O:8])[C:6]=2[CH:5]=1. Procedure: 8.4 g of 2-amino-5-(2,2,2-trifluoroethyl)thiophene-3-carboxamide was refluxed in a mixture of 28 mL of triethylorthoformate and 20 mL of acetic acid for 4 hs. Solvents were removed under reduced pressure and the residue was triturated hexane-ethyl acetate mixture (1:1). The solid was filtered off to afford 5.7 g of 6-(2,2,2-trifluoroethyl)thieno[2,3-d]pyrimidin-4(3H)-one. 1H NMR MeOH-d4 (300 MHz): 12.6 (br, 1H), 8.14 (s, 1H), 7.42 (s, 1H), 4.07 (q, 2H, J 11.0 Hz). 13C NMR MeOH-d4 (75 MHz): 164.5... Starting materials: N[C@H]1CC[C@H](CC1)NC(=O)C1=CNC2=C1N=CN=C2C2=C(C=C(C=C2)OC)OCC2CC2 (cis-4-(2-cyclopropylmethoxy-4-methoxy-phenyl)-5H-pyrrolo[3,2-d]pyrimidine-7-carboxylic acid (4-amino-cyclohexyl)-amide), ClC(=O)COC(C)=O (acetic acid chlorocarbonyl-methyl ester). The product is OCC(=O)N[C@H]1CC[C@H](CC1)NC(=O)C1=CNC2=C1N=CN=C2C2=C(C=C(C=C2)OC)OCC2CC2 (cis-4-(2-Cyclopropylmethoxy-4-methoxy-phenyl)-5H-pyrrolo[3,2-d]pyrimidine-7-carboxylic acid [4-(2-hydroxy-acetylamino)-cyclohexyl]-amide). As a reaction SMILES: [NH2:1][C@@H:2]1[CH2:7][CH2:6][C@H:5]([NH:8][C:9]([C:11]2[C:15]3[N:16]=[CH:17][N:18]=[C:19]([C:20]4[CH:25]=[CH:24][C:23]([O:26][CH3:27])=[CH:22][C:21]=4[O:28][CH2:29][CH:30]4[CH2:32][CH2:31]4)[C:14]=3[NH:13][CH:12]=2)=[O:10])[CH2:4][CH2:3]1.Cl[C:34]([CH2:36][O:37]C(=O)C)=[O:35]>>[OH:37][CH2:36][C:34]([NH:1][C@@H:2]1[CH2:7][CH2:6][C@H:5]([NH:8][C:9]([C:11]2[C:15]3[N:16]=[CH:17][N:18]=[C:19]([C:20]4[CH:25]=[CH:24][C:23]([O:26][CH3:27])=[CH:22][C:21]=4[O:28][CH2:29][CH:30]4[CH2:31][CH2:32]4)[C:14]=3[NH:13][CH:12]=2)=[O:10])[CH2:4][CH2:3]1)=[O:35]. Procedure: Starting from cis-4-(2-cyclopropylmethoxy-4-methoxy-phenyl)-5H-pyrrolo[3,2-d]pyrimidine-7-carboxylic acid (4-amino-cyclohexyl)-amide (example A151) and acetic acid chlorocarbonyl-methyl ester the title compound is obtained as colorless solid. The reactants are Clc1ncc(Br)cn1, Cc1ccccc1C, CCN(C(C)C)C(C)C, [K+], [K+], CC(C)(C)OC(=O)N1CCCC(N)C1, O=C([O-])[O-]. The product is CC(C)(C)OC(=O)N1CCCC(Nc2ncc(Br)cn2)C1. As a reaction SMILES: [Br:15][c:16]1[cH:17][n:18][c:19]([Cl:22])[n:20][cH:21]1.[CH3:38][c:39]1[c:40]([CH3:41])[cH:42][cH:43][cH:44][cH:45]1.[CH:29]([N:30]([CH2:31][CH3:32])[CH:33]([CH3:34])[CH3:35])([CH3:36])[CH3:37].[K+:23].[K+:24].[NH2:1][CH:2]1[CH2:3][N:4]([C:8](=[O:9])[O:10][C:11]([CH3:12])([CH3:13])[CH3:14])[CH2:5][CH2:6][CH2:7]1.[O-:25][C:26]([O-:27])=[O:28]>>[NH:1]([CH:2]1[CH2:3][N:4]([C:8](=[O:9])[O:10][C:11]([CH3:12])([CH3:13])[CH3:14])[CH2:5][CH2:6][CH2:7]1)[c:19]1[n:18][cH:17][c:16]([Br:15])[cH:21][n:20]1. The reactants are ClC=1C=C(N)C=CC1 (3-Chloroaniline), COC(C(=O)OCC)C(=O)[O-] (monoethyl methoxymalonate), C1(CCCCC1)N=C=NC1CCCCC1 (1,3-dicyclohexylcarbodiimide). Yields the product ClC=1C=C(C=CC1)NC(C(C(=O)OCC)OC)=O (ethyl 3-[(3-chlorophenyl)amino]-2-methoxy-3-oxopropanoate). Yield: 30.0%. RXN SMILES: [Cl:1][C:2]1[CH:3]=[C:4]([CH:6]=[CH:7][CH:8]=1)[NH2:5].[CH3:9][O:10][CH:11]([C:17]([O-])=[O:18])[C:12]([O:14][CH2:15][CH3:16])=[O:13].C1(N=C=NC2CCCCC2)CCCCC1>>[Cl:1][C:2]1[CH:3]=[C:4]([NH:5][C:17](=[O:18])[CH:11]([O:10][CH3:9])[C:12]([O:14][CH2:15][CH3:16])=[O:13])[CH:6]=[CH:7][CH:8]=1. Reported procedure: 3-Chloroaniline (2.82 grams, 0.02 mole), monoethyl methoxymalonate (3.58 grams, 0.02 mole), prepared in Example LIII Part B, and 1,3-dicyclohexylcarbodiimide (4.50 grams, 0.02 mole) were reacted in a manner similar to that described in Example LVII to give 1.60 grams (0.006 mole) of ethyl 3-[(3-chlorophenyl)amino]-2-methoxy-3-oxopropanoate having melting point of 43.5° C.-46.5° C. Elemental analysis of the product indicated the following: Reactants: CC=1C=C(C(=O)C2=C(C(NC(N2)=O)=O)C(C)C)C=C(C1)C (6-(3,5-Dimethyl-benzoyl)-5-isopropyl-1H-pyrimidine-2,4-dione), C([O-])([O-])=O.[K+].[K+] (potassium carbonate), [I-].[Li+] (lithium iodide), ClCC1=CC(=NC(=C1)C)N1C(C2=CC=CC=C2C1=O)=O (2-(4-Chloromethyl-6-methyl-pyridin-2-yl)-isoindole-1,3-dione). The solvent is CN(C)C=O (DMF). Run at time 8 hour. Product: CC=1C=C(C(=O)C2=C(C(NC(N2CC2=CC(=NC(=C2)C)N2C(C3=CC=CC=C3C2=O)=O)=O)=O)C(C)C)C=C(C1)C (2-{4-[6-(3,5-Dimethyl-benzoyl)-5-isopropyl-2,4-dioxo-3,4-dihydro-2 H-pyrimidin-1-ylmethyl]-6-methyl-pyridin-2-yl}-isoindole-1,3-dione). Isolated yield 50.9%. Reaction SMILES: [CH3:1][C:2]1[CH:3]=[C:4]([CH:18]=[C:19]([CH3:21])[CH:20]=1)[C:5]([C:7]1[NH:12][C:11](=[O:13])[NH:10][C:9](=[O:14])[C:8]=1[CH:15]([CH3:17])[CH3:16])=[O:6].C(=O)([O-])[O-].[K+].[K+].[I-].[Li+].Cl[CH2:31][C:32]1[CH:37]=[C:36]([CH3:38])[N:35]=[C:34]([N:39]2[C:47](=[O:48])[C:46]3[C:41](=[CH:42][CH:43]=[CH:44][CH:45]=3)[C:40]2=[O:49])[CH:33]=1>CN(C=O)C>[CH3:21][C:19]1[CH:18]=[C:4]([CH:3]=[C:2]([CH3:1])[CH:20]=1)[C:5]([C:7]1[N:12]([CH2:31][C:32]2[CH:37]=[C:36]([CH3:38])[N:35]=[C:34]([N:39]3[C:47](=[O:48])[C:46]4[C:41](=[CH:42][CH:43]=[CH:44][CH:45]=4)[C:40]3=[O:49])[CH:33]=2)[C:11](=[O:13])[NH:10][C:9](=[O:14])[C:8]=1[CH:15]([CH3:17])[CH3:16])=[O:6] |f:1.2.3,4.5|. Reported procedure: To a stirred solution of (20) (286 mg, 1 mmol), anhydrous powdered potassium carbonate (134 mg, 1 mmol), and lithium iodide (134 mg, 1 mmol) in DMF (5 ml) at room temperature, was added 2-(4-Chloromethyl-6-methyl-pyridin-2-yl)-isoindole-1,3-dione (286 mg, 1 mmol). After stirring for overnight, the mixture was evaporated in vacuo and the residue was purified by silica gel column chromatography (eluent, EA:hexanes (1:1)) to afford 273 mg (51%) of a white solid. m.p. 310-311° C.; 1H NMR (200 MHz, C... Reactants: 3-dialkylaminopropionitrile, C(CO)C#N (ethylenecyanohydrin). The solvent is O (water). Yields the product C(#N)CCOCCC#N (bis-(2-cyanoethyl) ether). Reaction SMILES: [CH2:1]([C:4]#[N:5])[CH2:2][OH:3]>O>[C:4]([CH2:1][CH2:2][O:3][CH2:2][CH2:1][C:4]#[N:5])#[N:5]. Procedure: The reaction mixture is advantageously worked up by the following procedure: the 3-dialkylaminopropionitrile I together with the water and the byproduct ethylenecyanohydrin III is isolated, for example, with the aid of a thin film evaporator. Thereafter, the remaining high boiling mixture is neutralized with a dilute mineral acid and the bis-(2-cyanoethyl) ether II is isolated from this mixture by fractional distillation under reduced pressure.